Task: describe an organic reaction: reactants, conditions, products, and yield. Dataset: the Open Reaction Database (ORD), a public repository of structured organic reaction records Starting materials: F[B-](F)(F)F, C[O+](C)C, ClCCl, COc1cc(F)c(C(Nc2ccc(-c3noc(C)n3)cc2)C(N)=S)cc1OC, [Na+], O=C([O-])O. The product is COc1cc(F)c(C(Nc2ccc(-c3noc(C)n3)cc2)C(=N)SC)cc1OC. As a reaction SMILES: [B-:1]([F:2])([F:3])([F:4])[F:5].[CH3:6][O+:7]([CH3:8])[CH3:9].[Cl:43][CH2:44][Cl:45].[F:10][c:11]1[c:12]([CH:21]([C:22](=[S:23])[NH2:24])[NH:25][c:26]2[cH:27][cH:28][c:29](-[c:32]3[n:33][o:34][c:35]([CH3:37])[n:36]3)[cH:30][cH:31]2)[cH:13][c:14]([O:19][CH3:20])[c:15]([O:17][CH3:18])[cH:16]1.[Na+:38].[OH:39][C:40](=[O:41])[O-:42]>>[CH3:6][S:23][C:22]([CH:21]([c:12]1[c:11]([F:10])[cH:16][c:15]([O:17][CH3:18])[c:14]([O:19][CH3:20])[cH:13]1)[NH:25][c:26]1[cH:27][cH:28][c:29](-[c:32]2[n:33][o:34][c:35]([CH3:37])[n:36]2)[cH:30][cH:31]1)=[NH:24]. Reactants: S(=O)(Cl)Cl (thionyl chloride), C(C)(=O)NC1=CC(=C(C(=O)O)C=C1Cl)OC (4-acetamido-5-chloro 2-methoxy-benzoic acid), NC1CN(N(C1)CC)CC (4-amino-1,2-diethylpyrazolidine). The solvent is C(Cl)(Cl)Cl (chloroform). Conditions: time 10 minute. Yields the product NC1=CC(=C(C(=O)NC2CN(N(C2)CC)CC)C=C1Cl)OC (4-Amino-5-chloro-2-methoxy-N-(1,2-diethyl-4-pyrazolidinyl)benzamide). Reaction SMILES: S(Cl)(Cl)=O.C([NH:8][C:9]1[C:17]([Cl:18])=[CH:16][C:12]([C:13]([OH:15])=O)=[C:11]([O:19][CH3:20])[CH:10]=1)(=O)C.[NH2:21][CH:22]1[CH2:26][N:25]([CH2:27][CH3:28])[N:24]([CH2:29][CH3:30])[CH2:23]1>C(Cl)(Cl)Cl>[NH2:8][C:9]1[C:17]([Cl:18])=[CH:16][C:12]([C:13]([NH:21][CH:22]2[CH2:26][N:25]([CH2:27][CH3:28])[N:24]([CH2:29][CH3:30])[CH2:23]2)=[O:15])=[C:11]([O:19][CH3:20])[CH:10]=1. Reported procedure: To 75 ml. of thionyl chloride was added 12 g. (0.05 mole) of 4-acetamido-5-chloro 2-methoxy-benzoic acid and the stirred suspension refluxed one hour. The resulting solution was concentrated and 100 ml. of chloroform added to the residue which was concentrated to remove traces of thionyl chloride. The residue was dissolved in 100 ml. of chloroform and the solution added at a rapid drop to 7 g. (0.05 mole) of 4-amino-1,2-diethylpyrazolidine in 100 ml. of chloroform while stirring and cooling to 2... The reactants are Cl (HCl), C(C)(C)(C)OC(=O)N1[C@@H](CCCC1)CO ((S)-2-Hydroxymethyl-piperidine-1-carboxylic acid tert-butyl ester). Solvent: O1CCOCC1 (dioxane). Run at time 3 hour. Product: Cl.N1[C@@H](CCCC1)CO ((S)-1-Piperidin-2-yl-methanol hydrochloride), hydrochloride salt. The yield is 95.0%. As a reaction SMILES: [ClH:1].C(OC([N:9]1[CH2:14][CH2:13][CH2:12][CH2:11][C@H:10]1[CH2:15][OH:16])=O)(C)(C)C>O1CCOCC1>[ClH:1].[NH:9]1[CH2:14][CH2:13][CH2:12][CH2:11][C@H:10]1[CH2:15][OH:16] |f:3.4|. Reported procedure: A 4M HCl solution in dioxane (30 mL) was added to (S)-2-Hydroxymethyl-piperidine-1-carboxylic acid tert-butyl ester (5.12 g, 23.78 mmol). The mixture was stirred at rt for 3 h. The solvent was removed in vacuo to yield the title product as a hydrochloride salt (3.43 g, 95%). Starting materials: C=O, O=CO, Fc1ccc(C(F)(F)F)cc1-c1cc(-c2cncc(-c3cnn(C4CCNCC4)c3)c2)c2cccnc2n1, [Na+], [OH-]. Yields the product CN1CCC(n2cc(-c3cncc(-c4cc(-c5cc(C(F)(F)F)ccc5F)nc5ncccc45)c3)cn2)CC1. RXN SMILES: [CH2:39]=[O:40].[CH:43]([OH:44])=[O:45].[F:1][c:2]1[c:3](-[c:12]2[n:13][c:14]3[n:15][cH:16][cH:17][cH:18][c:19]3[c:20](-[c:22]3[cH:23][n:24][cH:25][c:26](-[c:28]4[cH:29][n:30][n:31]([CH:33]5[CH2:34][CH2:35][NH:36][CH2:37][CH2:38]5)[cH:32]4)[cH:27]3)[cH:21]2)[cH:4][c:5]([C:8]([F:9])([F:10])[F:11])[cH:6][cH:7]1.[Na+:42].[OH-:41]>>[F:1][c:2]1[c:3](-[c:12]2[n:13][c:14]3[n:15][cH:16][cH:17][cH:18][c:19]3[c:20](-[c:22]3[cH:23][n:24][cH:25][c:26](-[c:28]4[cH:29][n:30][n:31]([CH:33]5[CH2:34][CH2:35][N:36]([CH3:39])[CH2:37][CH2:38]5)[cH:32]4)[cH:27]3)[cH:21]2)[cH:4][c:5]([C:8]([F:9])([F:10])[F:11])[cH:6][cH:7]1. Reactants: C(=O)(C(F)(F)F)O (TFA), trifluoroacetate ester, hydroxymethyl, OCC1CC(CC1)C(CC#N)N1N=CC(=C1)C=1C2=C(N=CN1)N(C=C2)COCC[Si](C)(C)C (3-[3-(hydroxymethyl)cyclopentyl]-3-[4-(7-[2-(trimethylsilyl)ethoxy]methyl-7H-pyrrolo-[2,3-d]pyrimidin-4-yl)-1H-pyrazol-1-yl]propanenitrile), N-hydroxymethyl, C(CN)N (ethylenediamine). Run in C(Cl)Cl (CH2Cl2). Run at time 1 hour. The product is OCC1CC(CC1)C(CC#N)N1N=CC(=C1)C=1C2=C(N=CN1)NC=C2 (3-[3-(Hydroxymethyl)cyclopentyl]-3-[4-(7H-pyrrolo[2,3-d]pyrimidin-4-yl)-1H-pyrazol-1-yl]propanenitrile). RXN SMILES: [OH:1][CH2:2][CH:3]1[CH2:7][CH2:6][CH:5]([CH:8]([N:12]2[CH:16]=[C:15]([C:17]3[C:18]4[CH:25]=[CH:24][N:23](COCC[Si](C)(C)C)[C:19]=4[N:20]=[CH:21][N:22]=3)[CH:14]=[N:13]2)[CH2:9][C:10]#[N:11])[CH2:4]1.C(O)(C(F)(F)F)=O.C(N)CN>C(Cl)Cl>[OH:1][CH2:2][CH:3]1[CH2:7][CH2:6][CH:5]([CH:8]([N:12]2[CH:16]=[C:15]([C:17]3[C:18]4[CH:25]=[CH:24][NH:23][C:19]=4[N:20]=[CH:21][N:22]=3)[CH:14]=[N:13]2)[CH2:9][C:10]#[N:11])[CH2:4]1. Procedure: To 3-[3-(hydroxymethyl)cyclopentyl]-3-[4-(7-[2-(trimethylsilyl)ethoxy]methyl-7H-pyrrolo-[2,3-d]pyrimidin-4-yl)-1H-pyrazol-1-yl]propanenitrile (60.4 mg, 0.129 mmol) dissolved in CH2Cl2 (2.0 mL) was added TFA (1.0 mL) and the reaction was stirred for 1 hour at which point LCMS indicated complete cleavage to the N-hydroxymethyl intermediate (m/z=367). The trifluoroacetate ester of the hydroxymethyl of the cyclopentyl ring was also observed (m/z=463). The solvent was removed and to the residue was a... The yield is 52.6%. Run at temperature -20 celsius, time 10 minute. The product is C1(=CC=C(C=C1)C1C(CCCC1)=O)C (rac-2-p-Tolyl-cyclohexanone). RXN SMILES: [C:1]1([CH3:8])[CH:6]=[CH:5][C:4](Br)=[CH:3][CH:2]=1.[Mg].[CH:10]12[O:16][CH:11]1[CH2:12][CH2:13][CH2:14][CH2:15]2>C1COCC1>[C:1]1([CH3:8])[CH:6]=[CH:5][C:4]([CH:10]2[CH2:15][CH2:14][CH2:13][CH2:12][C:11]2=[O:16])=[CH:3][CH:2]=1. Solvent: C1CCOC1 (THF), C1CCOC1 (THF). Reported procedure: To a solution of p-tolylbromide (17.1 g, 100 mmol) in dry THF (100 mL) was added magnesium (2.43 g, 100 mmol) and then the resulting mixture was cooled to −20° C. and (CuBr-dimethylsulfide complex (2.0 g, 10 mmol) was added and the mixture stirred at −20° C. for 10 min. Then a solution of cyclohexene oxide (10 mL, 100 mmol) in dry THF (10 mL) was added dropwise and the reaction warmed to 0° C. at which point an exothermic reaction initiates. With ice-bath cooling the temperature can be maintaine... Reactants: C1(=CC=C(C=C1)Br)C (p-tolylbromide), [Mg] (magnesium), C12C(CCCC1)O2 (cyclohexene oxide).